From a dataset of the Open Reaction Database (ORD), a public repository of structured organic reaction records. describe an organic reaction: reactants, conditions, products, and yield Starting materials: ClC=1C2=C(N=C(N1)C)SC(=C2)C2CCCCC2 (4-chloro-6-cyclohexyl-2-methylthieno[2,3-d]pyrimidine), CN(C)C=O (DMF), C(C)O\C=C\B1OC(C)(C)C(C)(C)O1 ((E)-1-ethoxyethene-2-boronic acid pinacol ester), [O-]P(=O)([O-])[O-].[K+].[K+].[K+] (K3PO4). Reagents/catalysts: C=1C=CC(=CC1)[P](C=2C=CC=CC2)(C=3C=CC=CC3)[Pd]([P](C=4C=CC=CC4)(C=5C=CC=CC5)C=6C=CC=CC6)([P](C=7C=CC=CC7)(C=8C=CC=CC8)C=9C=CC=CC9)[P](C=1C=CC=CC1)(C=1C=CC=CC1)C=1C=CC=CC1 (Pd(PPh3)4). The solvent is O (water). Conditions: temperature 85 celsius, time 2 hour. Yields the product C1(CCCCC1)C1=CC2=C(N=C(N=C2\C=C\OCC)C)S1 (6-cyclohexyl-4-[(E)-2-ethoxyvinyl]-2-methylthieno[2,3-d]pyrimidine). Isolated yield 78.1%. As a reaction SMILES: Cl[C:2]1[C:3]2[CH:11]=[C:10]([CH:12]3[CH2:17][CH2:16][CH2:15][CH2:14][CH2:13]3)[S:9][C:4]=2[N:5]=[C:6]([CH3:8])[N:7]=1.CN(C=O)C.[CH2:23]([O:25]/[CH:26]=[CH:27]/B1OC(C)(C)C(C)(C)O1)[CH3:24].[O-]P([O-])([O-])=O.[K+].[K+].[K+]>C1C=CC([P]([Pd]([P](C2C=CC=CC=2)(C2C=CC=CC=2)C2C=CC=CC=2)([P](C2C=CC=CC=2)(C2C=CC=CC=2)C2C=CC=CC=2)[P](C2C=CC=CC=2)(C2C=CC=CC=2)C2C=CC=CC=2)(C2C=CC=CC=2)C2C=CC=CC=2)=CC=1.O>[CH:12]1([C:10]2[S:9][C:4]3[N:5]=[C:6]([CH3:8])[N:7]=[C:2](/[CH:24]=[CH:23]/[O:25][CH2:26][CH3:27])[C:3]=3[CH:11]=2)[CH2:17][CH2:16][CH2:15][CH2:14][CH2:13]1 |f:3.4.5.6,^1:48,50,69,88|. Procedure details: To a mixture of 4-chloro-6-cyclohexyl-2-methylthieno[2,3-d]pyrimidine (1.0 g) and DMF (40 mL) were added (E)-1-ethoxyethene-2-boronic acid pinacol ester (900 mg) and K3PO4 (4.3 g), and Pd(PPh3)4 (500 mg) was added thereto under an argon atmosphere, followed by heating and stirring at 85° C. for 2 hours. To the reaction mixture was added water, followed by extraction with EtOAc. The organic layer was washed with brine, dried over Na2SO4, then concentrated under reduced pressure, and purified by s...